This data is from the Open Reaction Database (ORD), a public repository of structured organic reaction records. The task is: describe an organic reaction: reactants, conditions, products, and yield Starting materials: C(C)(C)(C)NS(=O)(=O)C=1C=C(C=CC1)C1=CC(=CC=C1)C=1CC(NC2=C(N1)C=CC(=C2)C(F)(F)F)=O (3′-(4-oxo-7-trifluoromethyl-4,5-dihydro-3H-benzo[b][1,4]diazepin-2-yl)-biphenyl-3-sulfonic acid tert-butylamide), C(=O)(C(F)(F)F)O (TFA). Product: O=C1NC2=C(N=C(C1)C=1C=C(C=CC1)C1=CC(=CC=C1)S(=O)(=O)N)C=CC(=C2)C(F)(F)F (3′-(4-Oxo-7-trifluoromethyl-4,5-dihydro-3H-benzo[b][1,4]diazepin-2-yl)-biphenyl-3-sulfonic acid amide), solid. The yield is 77.0%. RXN SMILES: C([NH:5][S:6]([C:9]1[CH:10]=[C:11]([C:15]2[CH:20]=[CH:19][CH:18]=[C:17]([C:21]3[CH2:22][C:23](=[O:36])[NH:24][C:25]4[CH:31]=[C:30]([C:32]([F:35])([F:34])[F:33])[CH:29]=[CH:28][C:26]=4[N:27]=3)[CH:16]=2)[CH:12]=[CH:13][CH:14]=1)(=[O:8])=[O:7])(C)(C)C.C(O)(C(F)(F)F)=O>>[O:36]=[C:23]1[CH2:22][C:21]([C:17]2[CH:16]=[C:15]([C:11]3[CH:12]=[CH:13][CH:14]=[C:9]([S:6]([NH2:5])(=[O:7])=[O:8])[CH:10]=3)[CH:20]=[CH:19][CH:18]=2)=[N:27][C:26]2[CH:28]=[CH:29][C:30]([C:32]([F:34])([F:35])[F:33])=[CH:31][C:25]=2[NH:24]1. Procedure details: The title compound was prepared from 3′-(4-oxo-7-trifluoromethyl-4,5-dihydro-3H-benzo[b][1,4]diazepin-2-yl)-biphenyl-3-sulfonic acid tert-butylamide (Example 4) (177 mg, 0.3 mmol) and TFA (5 mL) according to the general procedure I step 2. Obtained as an off-white solid (122 mg, 77%). MS (ISP) 460.0 [(M+H)+]; mp 170° C. (dec).